This data is from the Open Reaction Database (ORD), a public repository of structured organic reaction records. The task is: describe an organic reaction: reactants, conditions, products, and yield Starting materials: N#CNC=Nc1cccc(-c2csc(NC(=N)N)n2)c1, CN, O. Product: CNC=Nc1cccc(-c2csc(NC(=N)N)n2)c1. As a reaction SMILES: [C:1](#[N:2])[NH:3][CH:4]=[N:5][c:6]1[cH:7][c:8](-[c:12]2[n:13][c:14]([NH:17][C:18](=[NH:19])[NH2:20])[s:15][cH:16]2)[cH:9][cH:10][cH:11]1.[CH3:21][NH2:22].[OH2:23]>>[CH3:1][NH:3][CH:4]=[N:5][c:6]1[cH:7][c:8](-[c:12]2[n:13][c:14]([NH:17][C:18](=[NH:19])[NH2:20])[s:15][cH:16]2)[cH:9][cH:10][cH:11]1. The reactants are C[Si](C)(C)C=[N+]=[N-], CO, CCCCCC, O=C(O)c1ccc(N2CCOCC2)c([N+](=O)[O-])c1. The product is COC(=O)c1ccc(N2CCOCC2)c([N+](=O)[O-])c1. RXN SMILES: [CH3:19][Si:20]([CH:21]=[N+:22]=[N-:23])([CH3:24])[CH3:25].[CH3:26][OH:27].[CH3:28][CH2:29][CH2:30][CH2:31][CH2:32][CH3:33].[O:1]1[CH2:2][CH2:3][N:4]([c:7]2[c:8]([N+:16](=[O:17])[O-:18])[cH:9][c:10]([C:11](=[O:12])[OH:13])[cH:14][cH:15]2)[CH2:5][CH2:6]1>>[O:1]1[CH2:2][CH2:3][N:4]([c:7]2[c:8]([N+:16](=[O:17])[O-:18])[cH:9][c:10]([C:11](=[O:12])[O:13][CH3:19])[cH:14][cH:15]2)[CH2:5][CH2:6]1. Starting materials: NCC=1C=CC2=C(N(C3=C(S2)N=CC=N3)COC)C1 (8-aminomethyl-10-methoxymethyl-10H-pyrazino-[2,3-b][1,4]benzothiazine), [Cl-].[NH4+] (ammonium chloride), C(C)(=O)OCC (ethyl acetate). Run in C(=O)OCC (ethyl formate). Product: COCN1C2=C(SC3=C1C=C(C=C3)CNC=O)N=CC=N2 (N-(10-Methoxymethyl-10H-pyrazino[2,3-b][1,4]benzothiazin-8-ylmethyl)formamide). Reaction SMILES: [NH2:1][CH2:2][C:3]1[CH:4]=[CH:5][C:6]2[S:11][C:10]3[N:12]=[CH:13][CH:14]=[N:15][C:9]=3[N:8]([CH2:16][O:17][CH3:18])[C:7]=2[CH:19]=1.[Cl-].[NH4+].[C:22](OCC)(=[O:24])C>C(OCC)=O>[CH3:18][O:17][CH2:16][N:8]1[C:7]2[CH:19]=[C:3]([CH2:2][NH:1][CH:22]=[O:24])[CH:4]=[CH:5][C:6]=2[S:11][C:10]2[N:12]=[CH:13][CH:14]=[N:15][C:9]1=2 |f:1.2|. Reported procedure: 250 mg of 8-aminomethyl-10-methoxymethyl-10H-pyrazino-[2,3-b][1,4]benzothiazine was heated under reflux in 10 ml of ethyl formate for 3 hours. Then the reaction mixture was brought back to room temperature and distributed into an aqueous solution of ammonium chloride and ethyl acetate. The organic layer was extracted, washed with water and then dried over anhydrous sodium sulfate. After distilling off the solvent under reduced pressure, the crystals thus precipitated were filtered after adding d... Reactants: BrC(C(=O)OC)C1=CC=C(C=C1)OCC(C)OC1=CC=C(C=C1)C(F)(F)F (methyl bromo{p-[2-(α,α,α-trifluoro-p-tolyloxy)propoxy]phenyl}acetate), FC(C=1C=CC(=CC1)O)(F)F (α,α,α-trifluoro-p-cresol). The solvent is O1CCCC1 (tetrahydrofuran). Yields the product FC(C1=CC=C(C=C1)OC(C(=O)OC)C1=CC=C(C=C1)OCC(C)OC1=CC=C(C=C1)C(F)(F)F)(F)F (Methyl (α,α,α-Trifluoro-p-tolyloxy){p-[2-(α,α,α-trifluoro-p-tolyloxy)propoxy]phenyl}acetate). As a reaction SMILES: Br[CH:2]([C:7]1[CH:12]=[CH:11][C:10]([O:13][CH2:14][CH:15]([O:17][C:18]2[CH:23]=[CH:22][C:21]([C:24]([F:27])([F:26])[F:25])=[CH:20][CH:19]=2)[CH3:16])=[CH:9][CH:8]=1)[C:3]([O:5][CH3:6])=[O:4].[F:28][C:29]([F:38])([F:37])[C:30]1[CH:31]=[CH:32][C:33]([OH:36])=[CH:34][CH:35]=1>O1CCCC1>[F:28][C:29]([F:37])([F:38])[C:30]1[CH:35]=[CH:34][C:33]([O:36][CH:2]([C:7]2[CH:12]=[CH:11][C:10]([O:13][CH2:14][CH:15]([O:17][C:18]3[CH:23]=[CH:22][C:21]([C:24]([F:27])([F:26])[F:25])=[CH:20][CH:19]=3)[CH3:16])=[CH:9][CH:8]=2)[C:3]([O:5][CH3:6])=[O:4])=[CH:32][CH:31]=1. Procedure: As described in Example 71, methyl bromo{p-[2-(α,α,α-trifluoro-p-tolyloxy)propoxy]phenyl}acetate (0.017 mole) is reacted with 2.75 g of α,α,α-trifluoro-p-cresol in 75 ml of tetrahydrofuran at 80° C. for 24 hrs to give the product as a viscous oil. Reactants: NC1=NC=NC2=CC(=CC=C12)CN1C(C(NCC1)CC)=O (1-(4-aminoquinazoline-7-ylmethyl)-3-ethyl-piperazine-2-one), ClC1=CC=C(S1)/C=C/C(=O)O (3-(5-chloro-thiophen-2-yl)-(E)-acrylic acid). The product is NC1=NC=NC2=CC(=CC=C12)CN1C([C@@H](N(CC1)C(C=CC=1SC(=CC1)Cl)=O)CC)=O (1-(4-Amino-quinazolin-7-ylmethyl)-4-[3-(5-chloro-thiophen-2-yl)-acryloyl]-3-(S)-ethyl-piperazin-2-one). Reaction SMILES: [NH2:1][C:2]1[C:11]2[C:6](=[CH:7][C:8]([CH2:12][N:13]3[CH2:18][CH2:17][NH:16][CH:15]([CH2:19][CH3:20])[C:14]3=[O:21])=[CH:9][CH:10]=2)[N:5]=[CH:4][N:3]=1.[Cl:22][C:23]1[S:27][C:26](/[CH:28]=[CH:29]/[C:30](O)=[O:31])=[CH:25][CH:24]=1>>[NH2:1][C:2]1[C:11]2[C:6](=[CH:7][C:8]([CH2:12][N:13]3[CH2:18][CH2:17][N:16]([C:30](=[O:31])[CH:29]=[CH:28][C:26]4[S:27][C:23]([Cl:22])=[CH:24][CH:25]=4)[C@@H:15]([CH2:19][CH3:20])[C:14]3=[O:21])=[CH:9][CH:10]=2)[N:5]=[CH:4][N:3]=1. Procedure details: The title compound is prepared as described in EXAMPLE 123, using 1-(4-aminoquinazoline-7-ylmethyl)-3-ethyl-piperazine-2-one, EXAMPLE 77 and 3-(5-chloro-thiophen-2-yl)-(E)-acrylic acid, EXAMPLE 25. 1H NMR(d6-DMSO+1 drop TFA, 300 MHz) δ9.78 (bs, 2H), 8.79 (s, 1H), 8.37 (d, 1H), 7.65 (m, 2H), 7.50 (s, 1H), 7.41 (m, 1H), 7.11 (d, 1H), 6.98 (d, 1H), 4.88 (m, 2H), 4.60 (m, 1H), 4.31 (m, 1H), 3.52 (m, 1H), 3.30 (m, 2H), 1.96 (m, 2H), 0.88 (m, 3H). MS (ion spray), m/z, (M+H)=456, 458 (Cl pattern). Elem...